Task: describe an organic reaction: reactants, conditions, products, and yield. Dataset: the Open Reaction Database (ORD), a public repository of structured organic reaction records Starting materials: CC(=CCOC1CCCCO1)CCC=C(C)CCC(O)c1ccc(Br)cc1, ClCCl, [Na+], [Na+], O=C([O-])[O-]. Product: CC(=CCOC1CCCCO1)CCC=C(C)CCC(=O)c1ccc(Br)cc1. As a reaction SMILES: [Br:1][c:2]1[cH:3][cH:4][c:5]([CH:8]([CH2:9][CH2:10][C:11](=[CH:12][CH2:13][CH2:14][C:15](=[CH:16][CH2:17][O:18][CH:19]2[O:20][CH2:21][CH2:22][CH2:23][CH2:24]2)[CH3:25])[CH3:26])[OH:27])[cH:6][cH:7]1.[CH2:34]([Cl:35])[Cl:36].[Na+:28].[Na+:29].[O-:30][C:31](=[O:32])[O-:33]>>[Br:1][c:2]1[cH:3][cH:4][c:5]([C:8]([CH2:9][CH2:10][C:11](=[CH:12][CH2:13][CH2:14][C:15](=[CH:16][CH2:17][O:18][CH:19]2[O:20][CH2:21][CH2:22][CH2:23][CH2:24]2)[CH3:25])[CH3:26])=[O:27])[cH:6][cH:7]1. Starting materials: BrC1=CC=C(C(=N1)NC1=CC(=NC=C1)Cl)N (6-Bromo-N*2*-(2-chloro-pyridin-4-yl)-pyridine-2,3-diamine), C(C)(=O)O.C(=N)N (formamidine acetate). The solvent is CCO (EtOH), C([O-])(O)=O.[Na+] (sodium bicarbonate). The product is BrC1=CC=C2C(=N1)N(C=N2)C2=CC(=NC=C2)Cl (5-Bromo-3-(2-chloro-pyridin-4-yl)-3-H-imidazo[4,5-b]pyridine). RXN SMILES: [Br:1][C:2]1[N:7]=[C:6]([NH:8][C:9]2[CH:14]=[CH:13][N:12]=[C:11]([Cl:15])[CH:10]=2)[C:5]([NH2:16])=[CH:4][CH:3]=1.[C:17](O)(=O)C.C(N)=N>CCO.C(=O)(O)[O-].[Na+]>[Br:1][C:2]1[N:7]=[C:6]2[N:8]([C:9]3[CH:14]=[CH:13][N:12]=[C:11]([Cl:15])[CH:10]=3)[CH:17]=[N:16][C:5]2=[CH:4][CH:3]=1 |f:1.2,4.5|. Reported procedure: 6-Bromo-N*2*-(2-chloro-pyridin-4-yl)-pyridine-2,3-diamine (step 2)(1 eq, 1.22 mmol, 634 mg) is dissolved in EtOH (15 mL) and treated formamidine acetate (5 eq, 6.105 mmol, 634 mg). The reaction is heated at reflux for 3 hours allowed to cool to room temperature. The mixture is diluted with saturated aqueous sodium bicarbonate and extracted with EtOAc (3×10 ml). The organic portions are combined, dried (MgSO4) and concentrated in vacuo. Purification of the residue by flash chromatography on silic... The reactants are O=C([O-])[O-], CCC(C)=O, CCCCS(=O)(=O)Oc1ccc(CCCc2ccc(CCC(=O)OC)c(O)c2)cc1OC, CCCCI, [K+], [K+], O. Yields the product CCCCOc1cc(CCCc2ccc(OS(=O)(=O)CCCC)c(OC)c2)ccc1CCC(=O)OC. As a reaction SMILES: [C:38](=[O:39])([O-:40])[O-:41].[CH2:45]([C:46]([CH3:47])=[O:48])[CH3:49].[CH2:6]([CH2:7][CH2:8][CH3:9])[S:10](=[O:11])(=[O:12])[O:13][c:14]1[c:15]([O:36][CH3:37])[cH:16][c:17]([CH2:20][CH2:21][CH2:22][c:23]2[cH:24][c:25]([OH:35])[c:26]([CH2:29][CH2:30][C:31](=[O:32])[O:33][CH3:34])[cH:27][cH:28]2)[cH:18][cH:19]1.[I:1][CH2:2][CH2:3][CH2:4][CH3:5].[K+:42].[K+:43].[OH2:44]>>[CH2:2]([CH2:3][CH2:4][CH3:5])[O:35][c:25]1[cH:24][c:23]([CH2:22][CH2:21][CH2:20][c:17]2[cH:16][c:15]([O:36][CH3:37])[c:14]([O:13][S:10]([CH2:6][CH2:7][CH2:8][CH3:9])(=[O:11])=[O:12])[cH:19][cH:18]2)[cH:28][cH:27][c:26]1[CH2:29][CH2:30][C:31](=[O:32])[O:33][CH3:34]. Reactants: CCOC(C)=O, C1CCOC1, [Li]C, COc1cc(N)c(Cl)cc1C(=O)N(C)OC, CCCCCC, Cl. The product is COc1cc(N)c(Cl)cc1C(C)=O. Reaction SMILES: [C:26]([O:27][CH2:28][CH3:29])(=[O:30])[CH3:31].[CH2:32]1[O:33][CH2:34][CH2:35][CH2:36]1.[CH3:17][Li:18].[CH3:1][O:2][N:3]([C:4]([c:5]1[c:6]([O:13][CH3:14])[cH:7][c:8]([NH2:12])[c:9]([Cl:11])[cH:10]1)=[O:15])[CH3:16].[CH3:20][CH2:21][CH2:22][CH2:23][CH2:24][CH3:25].[ClH:19]>>[C:4]([c:5]1[c:6]([O:13][CH3:14])[cH:7][c:8]([NH2:12])[c:9]([Cl:11])[cH:10]1)(=[O:15])[CH3:20]. Procedure: To a suspension of sodium borohydride (340 mg) in tetrahydrofuran (10 mL) was added 2-benzyloxy-5-(5-methyl-7-nitroindan-4-yloxy)benzaldehyde (3.30 g) under ice-cooling. After adding dropwise methanol (1 mL) at room temperature, the mixture was stirred for 6 hours. The reaction mixture was acidified with diluted hydrochloric acid and extracted with ethyl acetate. The organic layer was washed with brine, and dried over anhydrous magnesium sulfate. The solvent was removed under reduced pressure to... Starting materials: Cl (hydrochloric acid), [BH4-].[Na+] (sodium borohydride), CO (methanol), C(C1=CC=CC=C1)OC1=C(C=O)C=C(C=C1)OC1=C2CCCC2=C(C=C1C)[N+](=O)[O-] (2-benzyloxy-5-(5-methyl-7-nitroindan-4-yloxy)benzaldehyde). Isolated yield 94.4%. Product: C(C1=CC=CC=C1)OC1=C(C=C(C=C1)OC1=C2CCCC2=C(C=C1C)[N+](=O)[O-])CO ([2-Benzyloxy-5-(5-methyl-7-nitroindan-4-yloxy)phenyl]methanol). As a reaction SMILES: [BH4-].[Na+].[CH2:3]([O:10][C:11]1[CH:18]=[CH:17][C:16]([O:19][C:20]2[C:28]([CH3:29])=[CH:27][C:26]([N+:30]([O-:32])=[O:31])=[C:25]3[C:21]=2[CH2:22][CH2:23][CH2:24]3)=[CH:15][C:12]=1[CH:13]=[O:14])[C:4]1[CH:9]=[CH:8][CH:7]=[CH:6][CH:5]=1.CO.Cl>O1CCCC1>[CH2:3]([O:10][C:11]1[CH:18]=[CH:17][C:16]([O:19][C:20]2[C:28]([CH3:29])=[CH:27][C:26]([N+:30]([O-:32])=[O:31])=[C:25]3[C:21]=2[CH2:22][CH2:23][CH2:24]3)=[CH:15][C:12]=1[CH2:13][OH:14])[C:4]1[CH:9]=[CH:8][CH:7]=[CH:6][CH:5]=1 |f:0.1|. The solvent is O1CCCC1 (tetrahydrofuran). Reaction conditions: time 6 hour. Reactants: ClC=1C=C2NC(C(N(C2=CC1[N+](=O)[O-])C1CCCCC1)=O)=O (6-chloro-1-cyclohexyl-7-nitroquinoxaline -2,3(1H,4H)-dione). Reagents/catalysts: [Pd] (palladium/carbon). Run in O1CCCC1.CO.CN(C=O)C (tetrahydrofuran methanol dimethylformamide). Product: product, NC1=CC=C2NC(C(N(C2=C1)C1CCCCC1)=O)=O (7-amino-1-cyclohexylquinoxaline-2,3(1H,4H)-dione). The yield is 80.2%. As a reaction SMILES: Cl[C:2]1[CH:3]=[C:4]2[C:9](=[CH:10][C:11]=1[N+:12]([O-])=O)[N:8]([CH:15]1[CH2:20][CH2:19][CH2:18][CH2:17][CH2:16]1)[C:7](=[O:21])[C:6](=[O:22])[NH:5]2>O1CCCC1.CO.CN(C)C=O.[Pd]>[NH2:12][C:11]1[CH:10]=[C:9]2[C:4]([NH:5][C:6](=[O:22])[C:7](=[O:21])[N:8]2[CH:15]2[CH2:20][CH2:19][CH2:18][CH2:17][CH2:16]2)=[CH:3][CH:2]=1 |f:1.2.3|. Procedure details: 28.9 g (89 mmol) of 6-chloro-1-cyclohexyl-7-nitroquinoxaline -2,3(1H,4H)-dione were dissolved in 300 ml of tetrahydrofuran/methanol/dimethylformamide (3:3:1) and, after addition of 3 g of palladium/carbon (10%), hydrogenated. The mixture was filtered, the carbon was washed with methanolic ammonia solution, and the combined filtrates were concentrated under reduced pressure. The residue was chromatographed on silica gel with the mobile phase toluene/acetone/glacial acetic acid (10:10:1). 2.2 g (8...